From a dataset of the Open Reaction Database (ORD), a public repository of structured organic reaction records. describe an organic reaction: reactants, conditions, products, and yield Reactants: Cl.C(C)NCC(=O)O (ethylglycinate hydrochloride), O (water), C(C)(C)N(CC)C(C)C (diisopropylethylamine), BrC1=C(C(=CC=C1)F)[N+](=O)[O-] (2-bromo-6-fluoronitrobenzene). The solvent is CC(=O)N(C)C (DMA). Run at temperature 80 celsius. Yields the product C(C)OC(CNC1=C(C(=CC=C1)Br)[N+](=O)[O-])=O ((3-Bromo-2-nitro-phenylamino)-acetic acid ethyl ester). Reaction SMILES: Cl.C([NH:4][CH2:5][C:6]([OH:8])=[O:7])C.[CH:9](N(C(C)C)CC)(C)[CH3:10].[Br:18][C:19]1[CH:24]=[CH:23][CH:22]=[C:21](F)[C:20]=1[N+:26]([O-:28])=[O:27].O>CC(N(C)C)=O>[CH2:9]([O:8][C:6](=[O:7])[CH2:5][NH:4][C:21]1[CH:22]=[CH:23][CH:24]=[C:19]([Br:18])[C:20]=1[N+:26]([O-:28])=[O:27])[CH3:10] |f:0.1|. Procedure details: 9.90 g (69.6 mmol) ethylglycinate hydrochloride are suspended under argon in 100 mL of dry DMA. 24.3 mL (139 mmol) diisopropylethylamine and 10.21 g (46.4 mmol) of 2-bromo-6-fluoronitrobenzene are then added at RT. The orange solution is then heated to 80° C. for 16 h. After cooling, the reaction mixture is poured onto iced-cold water and the suspension is collected by filtration to afford, after drying in HV at 50° C., the title compound as a dark orange solid, which is used in the next step wi... The reactants are O=C(Cl)C(=O)Cl, ClCCl, CCCc1cc2cc(O)c(F)cc2c(Oc2ccc(C=CC(=O)O)cc2)c1-c1ccccc1, CN(C)C=O. Yields the product CCCc1cc2cc(O)c(F)cc2c(Oc2ccc(C=CC(N)=O)cc2)c1-c1ccccc1. As a reaction SMILES: [Cl:34][C:35]([C:36]([Cl:37])=[O:38])=[O:39].[Cl:45][CH2:46][Cl:47].[F:1][c:2]1[c:3]([OH:33])[cH:4][c:5]2[cH:6][c:7]([CH2:30][CH2:31][CH3:32])[c:8](-[c:24]3[cH:25][cH:26][cH:27][cH:28][cH:29]3)[c:9]([O:12][c:13]3[cH:14][cH:15][c:16]([CH:19]=[CH:20][C:21](=[O:22])[OH:23])[cH:17][cH:18]3)[c:10]2[cH:11]1.[O:40]=[CH:41][N:42]([CH3:43])[CH3:44]>>[F:1][c:2]1[c:3]([OH:33])[cH:4][c:5]2[cH:6][c:7]([CH2:30][CH2:31][CH3:32])[c:8](-[c:24]3[cH:25][cH:26][cH:27][cH:28][cH:29]3)[c:9]([O:12][c:13]3[cH:14][cH:15][c:16]([CH:19]=[CH:20][C:21](=[O:22])[NH2:42])[cH:17][cH:18]3)[c:10]2[cH:11]1.